Dataset: the Open Reaction Database (ORD), a public repository of structured organic reaction records. Task: describe an organic reaction: reactants, conditions, products, and yield Reactants: compound 40, S1C(C=CC2=CC=CC=C12)C(CNC(C1=CC=C(C=C1)OC(F)(F)F)=O)=O (N-[2-(thianaphthalene-2-yl)-2oxoethyl]-4-trifluoromethoxybenzamide), COC=1C=CC(=CC1)P2(=S)SP(=S)(S2)C=3C=CC(=CC3)OC (Lawesson's reagent). Solvent: C1(=CC=CC=C1)C (toluene). Yields the product FC(OC1=CC=C(C=C1)C=1SC(=CN1)C1SC2=CC=CC=C2C=C1)(F)F (2-(4-trifluoromethoxyphenyl)-5-(thianaphthalene-2-yl)thiazole). The yield is 88.4%. As a reaction SMILES: [S:1]1[C:10]2[C:5](=[CH:6][CH:7]=[CH:8][CH:9]=2)[CH:4]=[CH:3][CH:2]1[C:11](=O)[CH2:12][NH:13][C:14](=O)[C:15]1[CH:20]=[CH:19][C:18]([O:21][C:22]([F:25])([F:24])[F:23])=[CH:17][CH:16]=1.COC1C=CC(P2(SP(C3C=CC(OC)=CC=3)(=S)S2)=[S:37])=CC=1>C1(C)C=CC=CC=1>[F:23][C:22]([F:25])([F:24])[O:21][C:18]1[CH:19]=[CH:20][C:15]([C:14]2[S:37][C:11]([CH:2]3[CH:3]=[CH:4][C:5]4[C:10](=[CH:9][CH:8]=[CH:7][CH:6]=4)[S:1]3)=[CH:12][N:13]=2)=[CH:16][CH:17]=1. Procedure: In a manner similar to Step E of Example 1, the reaction of 1.0 g (0.0026 mole) of N-[2-(thianaphthalene-2-yl)-2oxoethyl]-4-trifluoromethoxybenzamide with 0.53 g (0.0013 mole) of Lawesson's reagent in 25 ml of toluene yielded 0.45 g of 2-(4-trifluoromethoxyphenyl)-5-(thianaphthalene-2-yl)thiazole as a solid, mp 65-69, compound 40 of Table 1. The reactants are C(C)C1=CC=NC=C1 (4-ethylpyridine), BrC1=CC=C(CCBr)C=C1 (4-bromophenethyl bromide). Product: BrC1=CC=C(C=C1)CCC(C)C1=CC=NC=C1 (1-(4-bromophenyl)-3-(4-pyridyl)-butane). Yield: 40.5%. RXN SMILES: [CH2:1]([C:3]1[CH:8]=[CH:7][N:6]=[CH:5][CH:4]=1)[CH3:2].[Br:9][C:10]1[CH:18]=[CH:17][C:13]([CH2:14][CH2:15]Br)=[CH:12][CH:11]=1>>[Br:9][C:10]1[CH:18]=[CH:17][C:13]([CH2:14][CH2:15][CH:1]([C:3]2[CH:8]=[CH:7][N:6]=[CH:5][CH:4]=2)[CH3:2])=[CH:12][CH:11]=1. Procedure: 1.0 g (9.35 mmol) of 4-ethylpyridine and 2.47 g (9.35 mmol) of 4-bromophenethyl bromide were reacted in the same manner as in Example 1. The reaction product was purified to obtain 1.10 g of the desired compound (yield: 40.7%). Starting materials: COC(NCCCl)=O (2-chloroethylcarbamic acid methyl ester), [Cl-].[NH4+] (ammonium chloride), C([O-])([O-])=O.[K+].[K+] (potassium carbonate), ClC1=C(C=CC(=C1)CN1N=CC=N1)O (2-chloro-4-(2-2H-1,2,3-tri-azolyl)methylphenol). The solvent is CN(C=O)C (N,N-dimethylformamide), CN(C=O)C (N,N-dimethylformamide). Conditions: temperature 60 celsius. Yields the product COC(NCCOC1=C(C=C(C=C1)CN1N=CC=C1)Cl)=O (2-[2-chloro-4-(1-pyrazolyl)methylphenoxy]ethylcarbamic acid methyl ester). The yield is 74.2%. Reaction SMILES: [C:1](=O)([O-])[O-].[K+].[K+].[Cl:7][C:8]1[CH:13]=[C:12]([CH2:14][N:15]2[N:19]=[CH:18][CH:17]=N2)[CH:11]=[CH:10][C:9]=1[OH:20].[CH3:21][O:22][C:23](=[O:28])[NH:24][CH2:25][CH2:26]Cl.[Cl-].[NH4+]>CN(C)C=O>[CH3:21][O:22][C:23](=[O:28])[NH:24][CH2:25][CH2:26][O:20][C:9]1[CH:10]=[CH:11][C:12]([CH2:14][N:15]2[CH:1]=[CH:17][CH:18]=[N:19]2)=[CH:13][C:8]=1[Cl:7] |f:0.1.2,5.6|. Procedure details: To a mixture of potassium carbonate (435 mg), 2-chloro-4-(2-2H-1,2,3-tri-azolyl)methylphenol (300 mg) and anhydrous N,N-dimethylformamide (30 ml) was added dropwise an anhydrous N,N-dimethylformamide solution (2 ml) of 2-chloroethylcarbamic acid methyl ester (216 mg) at room temperature under stirring. This mixture was then heated at 60° C. under stirring for 6 hours, and poured into ice-cooled saturated aqueous ammonium chloride solution, which was extracted with ethyl acetate. The organic laye...